Dataset: the Open Reaction Database (ORD), a public repository of structured organic reaction records. Task: describe an organic reaction: reactants, conditions, products, and yield Starting materials: CCO, CCOC(=O)CN1CCN=C(C=Cc2ccc(Cl)c(Cl)c2)c2ccccc21, [Na+], [OH-]. Yields the product O=C(O)CN1CCN=C(C=Cc2ccc(Cl)c(Cl)c2)c2ccccc21. As a reaction SMILES: [CH3:30][CH2:31][OH:32].[Cl:3][c:4]1[cH:5][c:6]([CH:7]=[CH:8][C:9]2=[N:10][CH2:11][CH2:12][N:13]([CH2:20][C:21](=[O:22])[O:23][CH2:24][CH3:25])[c:14]3[c:15]2[cH:16][cH:17][cH:18][cH:19]3)[cH:26][cH:27][c:28]1[Cl:29].[Na+:2].[OH-:1]>>[Cl:3][c:4]1[cH:5][c:6]([CH:7]=[CH:8][C:9]2=[N:10][CH2:11][CH2:12][N:13]([CH2:20][C:21](=[O:22])[OH:23])[c:14]3[c:15]2[cH:16][cH:17][cH:18][cH:19]3)[cH:26][cH:27][c:28]1[Cl:29]. The reactants are CS(C)=O, FC(F)(F)I, [Fe+2], Nc1nc(N)c2[nH]cnc2n1, OO, O=S(=O)([O-])[O-]. Yields the product Nc1nc(N)c2[nH]c(C(F)(F)F)nc2n1. Reaction SMILES: [CH3:25][S:26](=[O:27])[CH3:28].[F:12][C:13]([F:14])([F:15])[I:16].[Fe+2:24].[NH2:1][c:2]1[n:3][c:4]([NH2:11])[c:5]2[nH:6][cH:7][n:8][c:9]2[n:10]1.[OH:17][OH:18].[S:19]([O-:20])([O-:21])(=[O:22])=[O:23]>>[NH2:1][c:2]1[n:3][c:4]([NH2:11])[c:5]2[nH:6][c:7]([C:13]([F:12])([F:14])[F:15])[n:8][c:9]2[n:10]1. The reactants are ClC=1C=NC=C(C1SC1=C(C=C(S1)C(=O)O)[N+](=O)[O-])Cl (5-[(3,5-dichloro-4-pyridyl)sulfanyl]-4-nitro-thiophene-2-carboxylic acid), COC1=C(CN)C=CC=C1OC (2,3-dimethoxy benzylamine). The product is ClC=1C=NC=C(C1SC1=C(C=C(S1)C(=O)NCC1=C(C(=CC=C1)OC)OC)[N+](=O)[O-])Cl (5-((3,5-dichloropyridin-4-yl)thio)-N-(2,3-dimethoxybenzyl)-4-nitrothiophene-2-carboxamide), solid. Yield: 37.0%. As a reaction SMILES: [Cl:1][C:2]1[CH:3]=[N:4][CH:5]=[C:6]([Cl:20])[C:7]=1[S:8][C:9]1[S:13][C:12]([C:14]([OH:16])=O)=[CH:11][C:10]=1[N+:17]([O-:19])=[O:18].[CH3:21][O:22][C:23]1[C:30]([O:31][CH3:32])=[CH:29][CH:28]=[CH:27][C:24]=1[CH2:25][NH2:26]>>[Cl:20][C:6]1[CH:5]=[N:4][CH:3]=[C:2]([Cl:1])[C:7]=1[S:8][C:9]1[S:13][C:12]([C:14]([NH:26][CH2:25][C:24]2[CH:27]=[CH:28][CH:29]=[C:30]([O:31][CH3:32])[C:23]=2[O:22][CH3:21])=[O:16])=[CH:11][C:10]=1[N+:17]([O-:19])=[O:18]. Procedure: Prepared according to the procedure described for example 50 from 5-[(3,5-dichloro-4-pyridyl)sulfanyl]-4-nitro-thiophene-2-carboxylic acid (160 mg, 0.43 mmol) and 2,3-dimethoxy benzylamine (87 mg, 0.52 mmol). The title compound was obtained as a solid (80 mg, 37% yield). 1H NMR (400 MHz, d6-DMSO) δ: 9.25 (1H, m), 8.98 (2H, m), 8.51 (1H, s), 6.99 (2H, m), 6.82 (1H, m), 4.38 (2H, m), 3.78 (3H, s), 3.71 (3H, s). MS m/z: 498.29, 500.27 [M+H]+. Starting materials: [N+](=O)([O-])C1=CC=C(O1)C1=NN(C=C1C(=O)N)C1=CC=CC=C1 (3-(5-nitro-2-furyl)-1-phenylpyrazole-4-carboxamide), P(=O)(Cl)(Cl)Cl (phosphorus oxychloride), [OH-].[Na+] (caustic soda). The solvent is ClCCCl (1,2-dichloroethane). Product: [N+](=O)([O-])C1=CC=C(O1)C1=NN(C=C1C#N)C1=CC=CC=C1 (3-(5-nitro-2-furyl)-1-phenylpyrazole-4-carbonitrile). Isolated yield 95.0%. Reaction SMILES: [N+:1]([C:4]1[O:8][C:7]([C:9]2[C:13]([C:14]([NH2:16])=O)=[CH:12][N:11]([C:17]3[CH:22]=[CH:21][CH:20]=[CH:19][CH:18]=3)[N:10]=2)=[CH:6][CH:5]=1)([O-:3])=[O:2].P(Cl)(Cl)(Cl)=O.[OH-].[Na+]>ClCCCl>[N+:1]([C:4]1[O:8][C:7]([C:9]2[C:13]([C:14]#[N:16])=[CH:12][N:11]([C:17]3[CH:18]=[CH:19][CH:20]=[CH:21][CH:22]=3)[N:10]=2)=[CH:6][CH:5]=1)([O-:3])=[O:2] |f:2.3|. Procedure: Heat at its boiling point a mixture of 10 g of 3-(5-nitro-2-furyl)-1-phenylpyrazole-4-carboxamide and 16.5 g of phosphorus oxychloride in 100 ml of 1,2-dichloroethane for 1 hour. Pour the resulting solution onto ice, and adjust the pH-value to 4 with saturated caustic soda solution. Separate the organic phase. Wash it with water and then evaporate it to dryness to obtain a 95% yield of 3-(5-nitro-2-furyl)-1-phenylpyrazole-4-carbonitrile [m.p. 190° to 192° C]. Reactants: C=C(C)c1cc(C(=O)OC)cc(-c2ccc(C)cn2)n1, CCO, [Pd]. Yields the product COC(=O)c1cc(-c2ccc(C)cn2)nc(C(C)C)c1. RXN SMILES: [C:1](=[CH2:2])([CH3:3])[c:4]1[cH:5][c:6]([C:17](=[O:18])[O:19][CH3:20])[cH:7][c:8](-[c:10]2[n:11][cH:12][c:13]([CH3:16])[cH:14][cH:15]2)[n:9]1.[CH3:21][CH2:22][OH:23].[Pd:24]>>[CH:1]([CH3:2])([CH3:3])[c:4]1[cH:5][c:6]([C:17](=[O:18])[O:19][CH3:20])[cH:7][c:8](-[c:10]2[n:11][cH:12][c:13]([CH3:16])[cH:14][cH:15]2)[n:9]1. The reactants are FC(C(=O)O)(F)F.ClC1=C(C(=C(C=C1OC)OC)Cl)NC(N(C)C1=CC(=NC=N1)NC1=C(C=C(C=C1)N1CCNCC1)NC(C=C)=O)=O (N-(2-((6-(3-(2,6-dichloro-3,5-dimethoxyphenyl)-1-methylureido)pyrimidin-4-yl)amino)-5-(piperazin-1-yl)phenyl)acrylamide 2,2,2-trifluoroacetate), C(C)(C)(C)OC(NCC=O)=O (tert-butyl(2-oxoethyl)carbamate), C(#N)[BH3-].[Na+] (Sodium cyanoborohydride). Run in C1CCOC1 (THF), CO (MeOH). Reaction conditions: time 10 minute. Product: C(C=C)(=O)NC=1C=C(C=CC1NC1=NC=NC(=C1)N(C(=O)NC1=C(C(=CC(=C1Cl)OC)OC)Cl)C)N1CCN(CC1)CCNC(OC(C)(C)C)=O (tert-butyl (2-(4-(3-acrylamido-4-((6-(3-(2,6-dichloro-3,5-dimethoxyphenyl)-1-methylureido)pyrimidin-4-yl)amino)phenyl)piperazin-1-yl)ethyl)carbamate). The yield is 54.4%. Reaction SMILES: FC(F)(F)C(O)=O.[Cl:8][C:9]1[C:14]([O:15][CH3:16])=[CH:13][C:12]([O:17][CH3:18])=[C:11]([Cl:19])[C:10]=1[NH:20][C:21](=[O:48])[N:22]([C:24]1[N:29]=[CH:28][N:27]=[C:26]([NH:30][C:31]2[CH:36]=[CH:35][C:34]([N:37]3[CH2:42][CH2:41][NH:40][CH2:39][CH2:38]3)=[CH:33][C:32]=2[NH:43][C:44](=[O:47])[CH:45]=[CH2:46])[CH:25]=1)[CH3:23].[C:49]([O:53][C:54](=[O:59])[NH:55][CH2:56][CH:57]=O)([CH3:52])([CH3:51])[CH3:50].C([BH3-])#N.[Na+]>C1COCC1.CO>[C:44]([NH:43][C:32]1[CH:33]=[C:34]([N:37]2[CH2:38][CH2:39][N:40]([CH2:57][CH2:56][NH:55][C:54](=[O:59])[O:53][C:49]([CH3:52])([CH3:51])[CH3:50])[CH2:41][CH2:42]2)[CH:35]=[CH:36][C:31]=1[NH:30][C:26]1[CH:25]=[C:24]([N:22]([CH3:23])[C:21]([NH:20][C:10]2[C:9]([Cl:8])=[C:14]([O:15][CH3:16])[CH:13]=[C:12]([O:17][CH3:18])[C:11]=2[Cl:19])=[O:48])[N:29]=[CH:28][N:27]=1)(=[O:47])[CH:45]=[CH2:46] |f:0.1,3.4|. Reported procedure: To the solution of N-(2-((6-(3-(2,6-dichloro-3,5-dimethoxyphenyl)-1-methylureido)pyrimidin-4-yl)amino)-5-(piperazin-1-yl)phenyl)acrylamide 2,2,2-trifluoroacetate (Procedure 2L, Example 157) (30 g, 0.042 mmol) in THF (1.0 ml) and MeOH (1.0 ml) was added tert-butyl(2-oxoethyl)carbamate (13 g, 0.08 mmol). The reaction mixture was stirred at room temperature for 10 minutes. Sodium cyanoborohydride (7.0 g, 0.12 mmol) was added and the reaction mixture was stirred at room temperature over night. Solve... Reactants: O=C([O-])[O-], CC(C)(C)c1cccc(O)c1, Cc1cc([N+](=O)[O-])cnc1Cl, [K+], [K+], CN(C)C=O, O. The product is Cc1cc([N+](=O)[O-])cnc1Oc1cccc(C(C)(C)C)c1. Reaction SMILES: [C:28](=[O:29])([O-:30])[O-:31].[C:6]([CH3:7])([CH3:8])([CH3:9])[c:10]1[cH:11][c:12]([OH:16])[cH:13][cH:14][cH:15]1.[Cl:17][c:18]1[n:19][cH:20][c:21]([N+:25](=[O:26])[O-:27])[cH:22][c:23]1[CH3:24].[K+:32].[K+:33].[O:1]=[CH:2][N:3]([CH3:4])[CH3:5].[OH2:34]>>[C:6]([CH3:7])([CH3:8])([CH3:9])[c:10]1[cH:11][c:12]([O:16][c:18]2[n:19][cH:20][c:21]([N+:25](=[O:26])[O-:27])[cH:22][c:23]2[CH3:24])[cH:13][cH:14][cH:15]1.